From a dataset of the Open Reaction Database (ORD), a public repository of structured organic reaction records. describe an organic reaction: reactants, conditions, products, and yield The reactants are Cl.C(C1=CC=CC=C1)N(CCCC)CC1CCC2=C(C=3CCC(NC3C=C2C)=O)C1=O (9(N-Benzyl-N-butylaminomethyl)-6-methyl-1,2,3,4,7,8,9,10-octahydro-benzo[f]quinoline-3,10-dione hydrochloride). The reagents and catalysts are [Pd] (palladium-on-carbon). The solvent is C(C)O (ethanol). Conditions: time 3 hour. Product: O.O.Cl.C(CCC)NCC1CCC2=C(C=3CCC(NC3C=C2C)=O)C1=O (9-butylaminomethyl-6-methyl-1,2,3,4,7,8,9,10-octahydro-benzo[f]quinoline-3,10-dione hydrochloride dihydrate). The yield is 136.8%. As a reaction SMILES: [ClH:1].[CH2:2]([N:9]([CH2:14][CH:15]1[C:30](=[O:31])[C:19]2[C:20]3[CH2:21][CH2:22][C:23](=[O:29])[NH:24][C:25]=3[CH:26]=[C:27]([CH3:28])[C:18]=2[CH2:17][CH2:16]1)CCCC)[C:3]1C=CC=[CH:5][CH:4]=1>C(O)C.[Pd]>[OH2:29].[OH2:29].[ClH:1].[CH2:2]([NH:9][CH2:14][CH:15]1[C:30](=[O:31])[C:19]2[C:20]3[CH2:21][CH2:22][C:23](=[O:29])[NH:24][C:25]=3[CH:26]=[C:27]([CH3:28])[C:18]=2[CH2:17][CH2:16]1)[CH2:3][CH2:4][CH3:5] |f:0.1,4.5.6.7|. Reported procedure: 9(N-Benzyl-N-butylaminomethyl)-6-methyl-1,2,3,4,7,8,9,10-octahydro-benzo[f]quinoline-3,10-dione hydrochloride (10 g) is dissolved in 300 ml of ethanol whereupon 2 g of 10% palladium-on-carbon is added, and the whole is kept under an atmosphere of hydrogen for 3 hours. The product partially crystallized out is dissolved well by adding methanol, and the catalyst is filtered off. The solvent is distilled off under reduced pressure, and the remaining crystals are recrystallized from ethanol to give ...